This data is from the Open Reaction Database (ORD), a public repository of structured organic reaction records. The task is: describe an organic reaction: reactants, conditions, products, and yield Reactants: COC=1C=CC=2CC3(CCCCC3C2C1)C=1N=CNC1 (4-(3-Methoxy-4b,5,6,7,8,9-hexahydrofluoren-8a-yl)-1H-imidazole), Br (HBr), N (NH3). Solvent: O (water). Yields the product N1C=NC(=C1)C12CCCCC1C=1C=C(C=CC1C2)O (8a-(1H-Imidazol-4-yl)-5,6,7,8,8a,9-hexahydro-4bH-fluoren-3-ol). As a reaction SMILES: C[O:2][C:3]1[CH:4]=[CH:5][C:6]2[CH2:7][C:8]3([C:16]4[N:17]=[CH:18][NH:19][CH:20]=4)[CH:13]([C:14]=2[CH:15]=1)[CH2:12][CH2:11][CH2:10][CH2:9]3.Br.N>O>[NH:19]1[CH:20]=[C:16]([C:8]23[CH2:7][C:6]4[CH:5]=[CH:4][C:3]([OH:2])=[CH:15][C:14]=4[CH:13]2[CH2:12][CH2:11][CH2:10][CH2:9]3)[N:17]=[CH:18]1. Procedure: 4-(3-Methoxy-4b,5,6,7,8,9-hexahydrofluoren-8a-yl)-1H-imidazole (0.042 g) was mixed with 48% HBr (2 ml) and refluxed for 2 hours. After cooling to the ambient temperature, water (2 ml) was added and the pH was adjusted to 10 with 25% NH3-solution. The precipitated crude product was filtered and washed with water (10 ml). Recrystallisation from methylene chloride/methanol (95:5) gave the pure product. The yield was 0.030 g. Starting materials: [Br-], ClCCl, [K+], CC(C)(C)OC(=O)C1CCCN2CCCC(N)C(=O)N12, CC(C)(C)OC(=O)C1CCCN2CCCC(NC(=O)CCc3ccccc3)C(=O)N12. The product is CC(C)(C)OC(=O)C1CCCN2C(=O)CCC(NC(=O)CCc3ccccc3)C(=O)N12. RXN SMILES: [Br-:1].[Cl:53][CH2:54][Cl:55].[K+:2].[NH2:33][CH:34]1[C:35](=[O:41])[N:36]2[CH:37]([C:38]([O:39][C:40]([CH3:42])([CH3:43])[CH3:44])=[O:45])[CH2:46][CH2:47][CH2:48][N:49]2[CH2:50][CH2:51][CH2:52]1.[O:3]=[C:4]1[CH:5]([NH:22][C:23]([CH2:24][CH2:25][c:26]2[cH:27][cH:28][cH:29][cH:30][cH:31]2)=[O:32])[CH2:6][CH2:7][CH2:8][N:9]2[N:10]1[CH:11]([C:15](=[O:16])[O:17][C:18]([CH3:19])([CH3:20])[CH3:21])[CH2:12][CH2:13][CH2:14]2>>[O:3]=[C:4]1[CH:5]([NH:22][C:23]([CH2:24][CH2:25][c:26]2[cH:27][cH:28][cH:29][cH:30][cH:31]2)=[O:32])[CH2:6][CH2:7][C:8](=[O:41])[N:9]2[N:10]1[CH:11]([C:15](=[O:16])[O:17][C:18]([CH3:19])([CH3:20])[CH3:21])[CH2:12][CH2:13][CH2:14]2. Reaction SMILES: [Br:12][CH2:13][CH3:14].[F:1][c:2]1[cH:3][c:4]([OH:11])[cH:5][cH:6][c:7]1[N+:8](=[O:9])[O-:10].[K+:15].[K+:16].[O-:17][C:18]([O-:19])=[O:20].[O:21]=[CH:22][N:23]([CH3:24])[CH3:25]>>[F:1][c:2]1[cH:3][c:4]([O:11][CH2:13][CH3:14])[cH:5][cH:6][c:7]1[N+:8](=[O:9])[O-:10]. Reactants: CCBr, O=[N+]([O-])c1ccc(O)cc1F, [K+], [K+], O=C([O-])[O-], CN(C)C=O. Yields the product CCOc1ccc([N+](=O)[O-])c(F)c1. The reactants are COc1ccc(C2(C#N)CCOCC2)cc1Sc1ccc(-c2ccnn2C)cc1, CC(C)(C)O, [K+], [OH-], O. Yields the product COc1ccc(C2(C(N)=O)CCOCC2)cc1Sc1ccc(-c2ccnn2C)cc1. RXN SMILES: [CH3:1][O:2][c:3]1[c:4]([S:17][c:18]2[cH:19][cH:20][c:21](-[c:24]3[cH:25][cH:26][n:27][n:28]3[CH3:29])[cH:22][cH:23]2)[cH:5][c:6]([C:9]2([C:15]#[N:16])[CH2:10][CH2:11][O:12][CH2:13][CH2:14]2)[cH:7][cH:8]1.[CH3:33][C:34]([OH:35])([CH3:36])[CH3:37].[K+:31].[OH-:30].[OH2:32]>>[CH3:1][O:2][c:3]1[c:4]([S:17][c:18]2[cH:19][cH:20][c:21](-[c:24]3[cH:25][cH:26][n:27][n:28]3[CH3:29])[cH:22][cH:23]2)[cH:5][c:6]([C:9]2([C:15]([NH2:16])=[O:30])[CH2:10][CH2:11][O:12][CH2:13][CH2:14]2)[cH:7][cH:8]1.